Dataset: the Open Reaction Database (ORD), a public repository of structured organic reaction records. Task: describe an organic reaction: reactants, conditions, products, and yield Reactants: CCOC(C)O, Cc1ccc(Sc2ccnc(Cl)n2)cc1, Nc1ccc(O)cc1. The product is Cc1ccc(Sc2ccnc(Nc3ccc(O)cc3)n2)cc1. Reaction SMILES: [CH2:24]([O:25][CH:26]([OH:27])[CH3:28])[CH3:29].[Cl:1][c:2]1[n:3][cH:4][cH:5][c:6]([S:8][c:9]2[cH:10][cH:11][c:12]([CH3:15])[cH:13][cH:14]2)[n:7]1.[NH2:16][c:17]1[cH:18][cH:19][c:20]([OH:21])[cH:22][cH:23]1>>[c:2]1([NH:16][c:17]2[cH:18][cH:19][c:20]([OH:21])[cH:22][cH:23]2)[n:3][cH:4][cH:5][c:6]([S:8][c:9]2[cH:10][cH:11][c:12]([CH3:15])[cH:13][cH:14]2)[n:7]1. Reactants: COC(=O)N=C(SC)C(=Nc1ccc(-c2noc(C)n2)cc1)c1cc(CO)c(OC)c(OC)c1, CN(C)c1cccc2cccc(N(C)C)c12, CCOC(C)=O, ClCCl, [Na+], O=C([O-])O. Yields the product COCc1cc(C(=Nc2ccc(-c3noc(C)n3)cc2)C(=NC(=O)OC)SC)cc(OC)c1OC. As a reaction SMILES: [CH3:1][O:2][C:3]([N:4]=[C:5]([C:6](=[N:7][c:8]1[cH:9][cH:10][c:11](-[c:14]2[n:15][o:16][c:17]([CH3:19])[n:18]2)[cH:12][cH:13]1)[c:20]1[cH:21][c:22]([CH2:30][OH:31])[c:23]([O:28][CH3:29])[c:24]([O:26][CH3:27])[cH:25]1)[S:32][CH3:33])=[O:34].[CH3:35][N:36]([CH3:37])[c:38]1[c:39]2[c:40]([cH:41][cH:42][cH:43][c:44]2[N:45]([CH3:46])[CH3:47])[cH:48][cH:49][cH:50]1.[CH3:56][CH2:57][O:58][C:59](=[O:60])[CH3:61].[Cl:62][CH2:63][Cl:64].[Na+:51].[OH:52][C:53](=[O:54])[O-:55]>>[CH3:1][O:2][C:3]([N:4]=[C:5]([C:6](=[N:7][c:8]1[cH:9][cH:10][c:11](-[c:14]2[n:15][o:16][c:17]([CH3:19])[n:18]2)[cH:12][cH:13]1)[c:20]1[cH:21][c:22]([CH2:30][O:31][CH3:35])[c:23]([O:28][CH3:29])[c:24]([O:26][CH3:27])[cH:25]1)[S:32][CH3:33])=[O:34]. The reactants are ClC1=CC(=C2C(C(C(C2=C1C)=O)(C)C)=O)C (6-chloro-2,2,4,7-tetramethylindan-1,3-dione), C1=CC=CC=C1 (benzene). The solvent is Cl (hydrochloric acid), C(C)O (ethanol). Yields the product ClC1=CC(=C2CC(CC2=C1C)(C)C)C (6-Chloro-2,2,4,7-tetramethylindane). The yield is 65.0%. RXN SMILES: [Cl:1][C:2]1[C:10]([CH3:11])=[C:9]2[C:5]([C:6](=O)[C:7]([CH3:14])([CH3:13])[C:8]2=O)=[C:4]([CH3:16])[CH:3]=1.C1C=CC=CC=1>Cl.C(O)C>[Cl:1][C:2]1[C:10]([CH3:11])=[C:9]2[C:5]([CH2:6][C:7]([CH3:13])([CH3:14])[CH2:8]2)=[C:4]([CH3:16])[CH:3]=1. Reported procedure: To a mixture of 100 g of 7% Zn/Hg in 200 ml of 20% hydrochloric acid and 70ml of ethanol was added 27.32 g of the 6-chloro-2,2,4,7-tetramethylindan-1,3-dione with stirring. After refluxing for 6 hours, the reaction mixture was added 100 ml of benzene and refluxed for 1 hour. The reaction mixture was cooled to room temperature and extracted with diethyl ether. The combined organic layer was dried over anhydrous magnesium sulfate, filtered and evaporated under reduced pressure. The residue was pur... Product: N1=C(C=CC=C1)C(C)C1CCCCC1 (2-pyridyl-1-cyclohexylethane). Starting materials: C1(CCCCC1)CBr (cyclohexyl methyl bromide), N1=C(C=CC=C1)C (2-Picoline), [Li+].CCC[CH2-] (N-Butyllithium), solution. The yield is 89.0%. Solvent: C1CCOC1 (THF), C1CCOC1 (THF). Conditions: temperature -78 celsius, time 8 hour. RXN SMILES: [N:1]1[CH:6]=[CH:5][CH:4]=[CH:3][C:2]=1[CH3:7].[Li+].[CH3:9]CC[CH2-].[CH:13]1(CBr)[CH2:18][CH2:17][CH2:16][CH2:15][CH2:14]1>C1COCC1>[N:1]1[CH:6]=[CH:5][CH:4]=[CH:3][C:2]=1[CH:7]([CH:13]1[CH2:18][CH2:17][CH2:16][CH2:15][CH2:14]1)[CH3:9] |f:1.2|. Procedure: 2-Picoline (5 g, 54 mmol) is dissolved in THF (100 mL) and cooled to −78° C. N-Butyllithium (40 mL of a 1.6M solution in THF, 64.3 mmol) was added to the solution over 10 minutes. The reaction mixture was then warmed to room temperature for 5 minutes and then cooled back down to −78° C. Then cyclohexyl methyl bromide (10 g, 57 mmol) was added, the reaction was warmed to room temperature and allowed to stir overnight. The reaction was then heated at reflux for 6 hours and then cooled to room temp...